The task is: describe an organic reaction: reactants, conditions, products, and yield. This data is from the Open Reaction Database (ORD), a public repository of structured organic reaction records. Starting materials: FC=1C=C2C=CC=C(C2=CC1)N (6-fluoro-1-amino naphthalene), C(C1=CC=CC=C1)N(CCCl)CCCl (N-benzyl bis(2-chloroethyl)amine), C(C)(C)N(CC)C(C)C (diisopropylethylamine), C(C)(C)O (isopropanol). The solvent is C(C)(=O)OCC (ethyl acetate). The product is C(C1=CC=CC=C1)N1CCN(CC1)C1=CC=CC2=CC(=CC=C12)F (1-Benzyl-4-(6-fluoronaphthyl)-piperazine). Isolated yield 75.4%. Reaction SMILES: [F:1][C:2]1[CH:3]=[C:4]2[C:9](=[CH:10][CH:11]=1)[C:8]([NH2:12])=[CH:7][CH:6]=[CH:5]2.[CH2:13]([N:20]([CH2:24][CH2:25]Cl)[CH2:21][CH2:22]Cl)[C:14]1[CH:19]=[CH:18][CH:17]=[CH:16][CH:15]=1.C(N(C(C)C)CC)(C)C.C(O)(C)C>C(OCC)(=O)C>[CH2:13]([N:20]1[CH2:24][CH2:25][N:12]([C:8]2[C:9]3[C:4](=[CH:3][C:2]([F:1])=[CH:11][CH:10]=3)[CH:5]=[CH:6][CH:7]=2)[CH2:22][CH2:21]1)[C:14]1[CH:19]=[CH:18][CH:17]=[CH:16][CH:15]=1. Reported procedure: To a 125 ml round-bottomed flask equipped with condenser and N2 inlet were added 1.0 g (6.21 mmol) of 6-fluoro-1-amino naphthalene, 1.8 g (7.76 mmol) of N-benzyl bis(2-chloroethyl)amine, 3.3 ml (19.2 mmol) of diisopropylethylamine, and 50 ml isopropanol. The reaction was refluxed 24 hours, cooled, and evaporaated to an oil. The oil was taken up in ethyl acetate, washed with waterand brine, dried over sodium sulfate, and evaporated to an oil. The oil was chromatographed on silica gel using methyl... The reactants are O.NN (Hydrazine hydrate), OC1=NC=CC=C1C(=O)OC (methyl 2-hydroxy-3-pyridinecarboxylate). Run in C(C)O (ethanol). Yields the product O=C1NC=CC=C1C(=O)NN (2-Oxo-1,2-dihydro-3-pyridinecarbohydrazide). RXN SMILES: O.[NH2:2][NH2:3].[OH:4][C:5]1[C:10]([C:11]([O:13]C)=O)=[CH:9][CH:8]=[CH:7][N:6]=1>C(O)C>[O:4]=[C:5]1[C:10]([C:11]([NH:2][NH2:3])=[O:13])=[CH:9][CH:8]=[CH:7][NH:6]1 |f:0.1|. Procedure: Hydrazine hydrate (0.192 mL, 3.92 mmol) was added to a solution of the methyl 2-hydroxy-3-pyridinecarboxylate (400 mg, 2.61 mmol, commercially available from e.g. Apollo or Butt Park) in ethanol (10 mL) and the reaction was heated to reflux for 16 hrs. The reaction was cooled and the solvent was evaporated to afford an off-white solid in 395 mg. The reactants are [OH-].[Na+] (sodium hydroxide), COC1=C(C(C(=CC1=O)OC)=O)CCCCCC=1C(C(=CC(C1OC)=O)OC)=O (2,2'-pentamethylenebis(3,6-dimethoxy-1,4-benzoquinone)), Cl (hydrochloric acid). The product is OC1=C(C(C(=CC1=O)O)=O)CCCCCC=1C(C(=CC(C1O)=O)O)=O (2,2'-pentamethylenebis(3,6-dihydroxy-1,4-benzoquinone)). As a reaction SMILES: C[O:2][C:3]1[C:8](=[O:9])[CH:7]=[C:6]([O:10]C)[C:5](=[O:12])[C:4]=1[CH2:13][CH2:14][CH2:15][CH2:16][CH2:17][C:18]1[C:19](=[O:29])[C:20]([O:27]C)=[CH:21][C:22](=[O:26])[C:23]=1[O:24]C.[OH-].[Na+].Cl>CO>[OH:29][C:19]1[C:20](=[O:27])[CH:21]=[C:22]([OH:26])[C:23](=[O:24])[C:18]=1[CH2:17][CH2:16][CH2:15][CH2:14][CH2:13][C:4]1[C:3](=[O:2])[C:8]([OH:9])=[CH:7][C:6](=[O:10])[C:5]=1[OH:12] |f:1.2|. Run in CO (methanol). Procedure: Milligrams of 2,2'-pentamethylenebis(3,6-dimethoxy-1,4-benzoquinone) dissolved in 7 ml of methanol, was treated with 2N-sodium hydroxide, and then warmed at about 90° C. for 30 minutes. After cooling, the solution was adjusted to pH 3 with 6N-hydrochloric acid, and extracted with the mixed solvent of 150 ml of ethyl acetate-ethyl ether (1:1). The organic layer was washed twice with water and twice with an aqueous solution saturated with sodium chloride, and concentrated under reduced pressure to... Run at temperature 90 celsius. Starting materials: C(C)(C)NC(C)C (diisopropylamine), CC(C)(C)NC(=O)C1(NC=CC=C1C)Br (N-(1,1-dimethylethyl)-2-bromo-3-methyl pyridine carboxamide), ClC=1C=C(CBr)C=CC1 (3-chlorobenzyl bromide), C(CCC)[Li] (n-butyl lithium). Run in C1CCOC1 (THF), C1CCOC1 (THF), C1CCOC1 (THF). Conditions: time 0.5 hour. Product: CC(C)(C)NC(=O)C1(NC=CC=C1CCC1=CC(=CC=C1)Cl)Br (N-(1,1-DIMETHYLETHYL)-2-BROMO-3-[2-(3-CHLOROPHENYL)-ETHYL]-2-PYRIDINE CARBOXAMIDE). Isolated yield 68.2%. As a reaction SMILES: C(NC(C)C)(C)C.C([Li])CCC.[CH3:13][C:14]([NH:17][C:18]([C:20]1([Br:27])[C:25]([CH3:26])=[CH:24][CH:23]=[CH:22][NH:21]1)=[O:19])([CH3:16])[CH3:15].[Cl:28][C:29]1[CH:30]=[C:31]([CH:34]=[CH:35][CH:36]=1)[CH2:32]Br>C1COCC1>[CH3:16][C:14]([NH:17][C:18]([C:20]1([Br:27])[C:25]([CH2:26][CH2:32][C:31]2[CH:34]=[CH:35][CH:36]=[C:29]([Cl:28])[CH:30]=2)=[CH:24][CH:23]=[CH:22][NH:21]1)=[O:19])([CH3:13])[CH3:15]. Procedure: Cool diisopropylamine dissolved in THF (60 mL) to 0-5° C. Add n-butyl lithium(39 mL, 97.99 mmol.) and stir the reaction at that temperature for 30 min. Canulate this reaction mixture to a cooled solution of N-(1,1-dimethylethyl)-2-bromo-3-methyl pyridine carboxamide (9.91 g, 97.99 mmol) in dry THF (250 mL) (−70° C.). Stir for 0.5 h then add 3-chlorobenzyl bromide(11.4 g, 55.31 mmol) dissolved in 50 mL of THF. Stir the reaction mixture for 0.5 h. Quench the reaction with water and extract the pro... Reactants: CC(C)(C)c1cc(N)no1, ClCCl, C[Al](C)C, Cc1ccccc1, CC1(S(=O)(=O)c2ccc(Cl)cc2)CCOC1=O. Yields the product CC(C)(C)c1cc(NC(=O)C(C)(CCO)S(=O)(=O)c2ccc(Cl)cc2)no1. Reaction SMILES: [C:1]([CH3:2])([CH3:3])([CH3:4])[c:5]1[cH:6][c:7]([NH2:10])[n:8][o:9]1.[CH2:32]([Cl:33])[Cl:34].[CH3:11][Al:12]([CH3:13])[CH3:14].[CH3:35][c:36]1[cH:37][cH:38][cH:39][cH:40][cH:41]1.[Cl:15][c:16]1[cH:17][cH:18][c:19]([S:22](=[O:23])(=[O:24])[C:25]2([CH3:31])[C:26](=[O:30])[O:27][CH2:28][CH2:29]2)[cH:20][cH:21]1>>[C:1]([CH3:2])([CH3:3])([CH3:4])[c:5]1[cH:6][c:7]([NH:10][C:26]([C:25]([S:22]([c:19]2[cH:18][cH:17][c:16]([Cl:15])[cH:21][cH:20]2)(=[O:23])=[O:24])([CH2:29][CH2:28][OH:27])[CH3:31])=[O:30])[n:8][o:9]1. The reactants are amine, C12(C(=O)CC(CC1)C2(C)C)CS(=O)(=O)O (camphorsulfonic acid), O=[Al-]=O.[Na+] (sodium aluminate). Yields the product C12(C(=O)CC(CC1)C2(C)C)CS(=O)(=O)[O-].[Al+3].C21(C(=O)CC(CC2)C1(C)C)CS(=O)(=O)[O-].C12(C(=O)CC(CC1)C2(C)C)CS(=O)(=O)[O-] (Aluminum Camphorsulfonate). Reaction SMILES: [C:1]12([CH2:11][S:12]([OH:15])(=[O:14])=[O:13])[C:8]([CH3:10])([CH3:9])[CH:5]([CH2:6][CH2:7]1)[CH2:4][C:2]2=[O:3].O=[Al-:17]=O.[Na+]>>[C:1]12([CH2:11][S:12]([O-:15])(=[O:13])=[O:14])[C:8]([CH3:10])([CH3:9])[CH:5]([CH2:6][CH2:7]1)[CH2:4][C:2]2=[O:3].[Al+3:17].[C:1]12([CH2:11][S:12]([O-:15])(=[O:13])=[O:14])[C:8]([CH3:10])([CH3:9])[CH:5]([CH2:6][CH2:7]1)[CH2:4][C:2]2=[O:3].[C:1]12([CH2:11][S:12]([O-:15])(=[O:13])=[O:14])[C:8]([CH3:10])([CH3:9])[CH:5]([CH2:6][CH2:7]1)[CH2:4][C:2]2=[O:3] |f:1.2,3.4.5.6|. Procedure: To the amine in the sodium aluminate example above, camphorsulfonic acid was added to bring the pH to the range of 7.5-9. The insoluble precipitate that formed was filtered before use. The control did not require any acid addition. Starting materials: CCOC(=O)CC(=O)OC(C)(C)C, O=[N+]([O-])c1c(F)cc(F)cc1OCc1ccccc1, Cl, [H-], [Na+], CN(C)C=O. The product is CCOC(=O)C(C(=O)OC(C)(C)C)c1cc(F)c([N+](=O)[O-])c(OCc2ccccc2)c1. RXN SMILES: [C:1]([CH2:2][C:3](=[O:4])[O:5][CH2:6][CH3:7])(=[O:8])[O:9][C:10]([CH3:11])([CH3:12])[CH3:13].[CH2:16]([c:17]1[cH:18][cH:19][cH:20][cH:21][cH:22]1)[O:23][c:24]1[c:25]([N+:32](=[O:33])[O-:34])[c:26]([F:31])[cH:27][c:28]([F:30])[cH:29]1.[ClH:40].[H-:14].[Na+:15].[O:35]=[CH:36][N:37]([CH3:38])[CH3:39]>>[C:1]([CH:2]([C:3](=[O:4])[O:5][CH2:6][CH3:7])[c:28]1[cH:27][c:26]([F:31])[c:25]([N+:32](=[O:33])[O-:34])[c:24]([O:23][CH2:16][c:17]2[cH:18][cH:19][cH:20][cH:21][cH:22]2)[cH:29]1)(=[O:8])[O:9][C:10]([CH3:11])([CH3:12])[CH3:13].